Dataset: the Open Reaction Database (ORD), a public repository of structured organic reaction records. Task: describe an organic reaction: reactants, conditions, products, and yield The reactants are C(=CC)NC(C1=CC=C(C=C1)OC(F)(F)F)=O (N-Propenyl-4-trifluoromethoxy-benzamide), C(CCC)[Li] (n-butyllithium), solution, CI (MeI), C([O-])(O)=O.[Na+] (sodium bicarbonate). Solvent: C1CCOC1 (THF), hexanes, C1CCOC1 (THF). Reaction conditions: temperature -30 celsius. The product is CC1=C(C(=O)N)C=CC(=C1)OC(F)(F)F (2-Methyl-4-trifluoromethoxy-benzamide), solid. The yield is 75.0%. As a reaction SMILES: C([NH:4][C:5](=[O:17])[C:6]1[CH:11]=[CH:10][C:9]([O:12][C:13]([F:16])([F:15])[F:14])=[CH:8][CH:7]=1)=CC.[CH2:18]([Li])CCC.CI.C(=O)(O)[O-].[Na+]>C1COCC1>[CH3:18][C:11]1[CH:10]=[C:9]([O:12][C:13]([F:14])([F:15])[F:16])[CH:8]=[CH:7][C:6]=1[C:5]([NH2:4])=[O:17] |f:3.4|. Procedure: To a solution of N-Propenyl-4-trifluoromethoxy-benzamide 12 (8.0 g, 33 mmol) in THF (100 mL) at −78° C. was added n-butyllithium (29 mL, 72 mmol of a 2.5 M solution in hexanes). The reaction mixture was warmed to −30° C. for 10 min and cooled back to −78° C. A solution of MeI (2.24 mL, 33 mmol) in THF (5 mL) was slowly added to the reaction mixture. The cooling bath was removed and once the reaction temperature warmed to 0° C., 3 N HCl (10 mL) was added and the resulting two phase mixture heated... Starting materials: BrCc1cccc(Br)n1, C1CN=C2CCCN2C1, CC#N, Cn1nnnc1C(=NO)c1ccccc1. The product is Cn1nnnc1C(=NOCc1cccc(Br)n1)c1ccccc1. As a reaction SMILES: [Br:25][c:26]1[n:27][c:28]([CH2:32][Br:33])[cH:29][cH:30][cH:31]1.[CH2:16]1[CH2:17][N:18]2[C:19](=[N:23][CH2:24]1)[CH2:20][CH2:21][CH2:22]2.[CH3:34][C:35]#[N:36].[OH:1][N:2]=[C:3]([c:4]1[cH:5][cH:6][cH:7][cH:8][cH:9]1)[c:10]1[n:11][n:12][n:13][n:14]1[CH3:15]>>[O:1]([N:2]=[C:3]([c:4]1[cH:5][cH:6][cH:7][cH:8][cH:9]1)[c:10]1[n:11][n:12][n:13][n:14]1[CH3:15])[CH2:32][c:28]1[n:27][c:26]([Br:25])[cH:31][cH:30][cH:29]1. Run in CCCCCC (Skellysolve B), C1CCOC1 (THF). Yields the product CNC(C(C#N)C(NC1=CC=C(C=C1)C(F)(F)F)=O)=O (β-Methylamino-β-oxo-α-(4-trifluoromethylphenyl) carbamoylpropionitrile). Reported procedure: Sodium hydride (0.82 g, 20.4 mmoles), washed with Skellysolve B, was suspended in 20 ml of dry THF and treated at 15° C. with N-methylcyanoacetamide (2.0 g, 20.4 mmoles) [prepared in Step A]. The resultant suspension was further cooled to 5° C. and 4-trifluoromethylphenyl isocyanate (3.80 g, 20.4 mmoles) was added over several minutes. After 18 h at ambient temperature the solvent was removed and the residual syrup was poured into a cold mixture of water and 4 ml of 6N HCl. The precipitate was i... RXN SMILES: [H-].[Na+].[CH3:3][NH:4][C:5](=[O:9])[CH2:6][C:7]#[N:8].[F:10][C:11]([F:22])([F:21])[C:12]1[CH:17]=[CH:16][C:15]([N:18]=[C:19]=[O:20])=[CH:14][CH:13]=1>CCCCCC.C1COCC1>[CH3:3][NH:4][C:5](=[O:9])[CH:6]([C:19](=[O:20])[NH:18][C:15]1[CH:16]=[CH:17][C:12]([C:11]([F:10])([F:22])[F:21])=[CH:13][CH:14]=1)[C:7]#[N:8] |f:0.1|. The reactants are CNC(CC#N)=O (N-Methylcyanoacetamide), FC(C1=CC=C(C=C1)N=C=O)(F)F (4-trifluoromethylphenyl isocyanate), [H-].[Na+] (Sodium hydride), resultant suspension. The yield is 62.4%. Reactants: C1=2C(=O)OC(NC1=CC=CC2)=O (isatoic anhydride), [H-].[Na+] (sodium hydride), C(C1=CC=CC=C1)Br (benzyl bromide), [H][H] (hydrogen). Run in CN(C)C=O (DMF), CN(C)C=O (DMF), CN(C)C=O (DMF). Reaction conditions: temperature 45 celsius, time 1 hour. Yields the product C(C1=CC=CC=C1)C12C(=O)OC(NC1C=CC=C2)=O (1-benzylisatoic anhydride). RXN SMILES: [C:1]12[C:7](=[CH:8][CH:9]=[CH:10][CH:11]=1)[NH:6][C:5](=[O:12])[O:4][C:2]2=[O:3].[H-].[Na+].[H][H].[CH2:17](Br)[C:18]1[CH:23]=[CH:22][CH:21]=[CH:20][CH:19]=1>CN(C=O)C>[CH2:17]([C:1]12[CH:11]=[CH:10][CH:9]=[CH:8][CH:7]1[NH:6][C:5](=[O:12])[O:4][C:2]2=[O:3])[C:18]1[CH:23]=[CH:22][CH:21]=[CH:20][CH:19]=1 |f:1.2|. Procedure: A solution of isatoic anhydride (4.1 gm) in DMF (30 ml) was added dropwise to a stirred suspension of 60% sodium hydride (1.0 gm) in DMF (20 ml) under nitrogen atmosphere. The reaction mixture was then warmed to 45° C. and stirred until hydrogen evolution ceased. The reaction mixture was then cooled and a solution of benzyl bromide (4.4 gm) in DMF (10 ml) was added slowly. Stirring was continued for one hour at room temperature and the solution was then evaporated under reduced pressure at 45° C... Reactants: N1C(=NC2=C1C=CC=C2)C(C=2C=C(C=CC2)SCCCCCO)OC2CCN(CC2)C (5-{3-[(1H-benzimidazol-2-yl)(1-methylpiperidin-4-yloxy)methyl]phenylsulfanyl}pentan-1-ol), C1(=CC=CC=C1)P(C1=CC=CC=C1)C1=CC=CC=C1 (triphenylphosphine), C1(C=2C(C(N1)=O)=CC=CC2)=O (phthalimide), N(=NC(=O)OCC)C(=O)OCC (diethyl azodicarboxylate). The solvent is O1CCCC1 (tetrahydrofuran). Run at temperature 0 celsius, time 30 minute. Product: N1C(=NC2=C1C=CC=C2)C(C=2C=C(C=CC2)SCCCCCN2C(C1=CC=CC=C1C2=O)=O)OC2CCN(CC2)C (2-(5-{3-[(1H-benzimidazol-2-yl)(1-methylpiperidin-4-yloxy)methyl]phenylsulfanyl}pentyl)isoindole-1,3-dione). RXN SMILES: [NH:1]1[C:5]2[CH:6]=[CH:7][CH:8]=[CH:9][C:4]=2[N:3]=[C:2]1[CH:10]([O:24][CH:25]1[CH2:30][CH2:29][N:28]([CH3:31])[CH2:27][CH2:26]1)[C:11]1[CH:12]=[C:13]([S:17][CH2:18][CH2:19][CH2:20][CH2:21][CH2:22]O)[CH:14]=[CH:15][CH:16]=1.C1(P(C2C=CC=CC=2)C2C=CC=CC=2)C=CC=CC=1.[C:51]1(=[O:61])[NH:55][C:54](=[O:56])[C:53]2=[CH:57][CH:58]=[CH:59][CH:60]=[C:52]12.N(C(OCC)=O)=NC(OCC)=O>O1CCCC1>[NH:1]1[C:5]2[CH:6]=[CH:7][CH:8]=[CH:9][C:4]=2[N:3]=[C:2]1[CH:10]([O:24][CH:25]1[CH2:30][CH2:29][N:28]([CH3:31])[CH2:27][CH2:26]1)[C:11]1[CH:12]=[C:13]([S:17][CH2:18][CH2:19][CH2:20][CH2:21][CH2:22][N:55]2[C:51](=[O:61])[C:52]3[C:53](=[CH:57][CH:58]=[CH:59][CH:60]=3)[C:54]2=[O:56])[CH:14]=[CH:15][CH:16]=1. Procedure: To a solution of 5-{3-[(1H-benzimidazol-2-yl)(1-methylpiperidin-4-yloxy)methyl]phenylsulfanyl}pentan-1-ol (35 mg) in tetrahydrofuran are added triphenylphosphine (31 mg) and phthalimide (18 mg). The reaction mixture is cooled to 0° C. and diethyl azodicarboxylate (31 μL) is added. The reaction mixture is stirred at 0° C. for 30 minute. The mixture is evaporated to dryness and the residue is purified by chromatography (gradient dichloromethane/methanol/ammonia from 98/2/0.2 to 95/5/0.5) to give 2... Starting materials: C(C)(C)(C)OC(=O)N1CCC(CC1)CCBr (4(2-bromo-ethyl)-piperidine-1-carboxylic acid tert-butyl ester), CC(C)([O-])C.[K+] (potassium tert-butoxide). The solvent is O1CCCC1 (tetrahydrofuran). Conditions: time 3 hour. The product is C(C)(C)(C)OC(=O)N1CCC(CC1)C=C (4-Vinyl-piperidine-1-carboxylic acid tert-butyl ester). Isolated yield 63.1%. As a reaction SMILES: [C:1]([O:5][C:6]([N:8]1[CH2:13][CH2:12][CH:11]([CH2:14][CH2:15]Br)[CH2:10][CH2:9]1)=[O:7])([CH3:4])([CH3:3])[CH3:2].CC(C)([O-])C.[K+]>O1CCCC1>[C:1]([O:5][C:6]([N:8]1[CH2:13][CH2:12][CH:11]([CH:14]=[CH2:15])[CH2:10][CH2:9]1)=[O:7])([CH3:4])([CH3:3])[CH3:2] |f:1.2|. Procedure: A solution of 4(2-bromo-ethyl)-piperidine-1-carboxylic acid tert-butyl ester (81.5 g 0.279 mol) in dry tetrahydrofuran (1000 ml) under nitrogen at 20° was treated portionwise, over 30 min, with potassium tert-butoxide (63.2 g 0.563 mol). The mixture was stirred at 25° for 3 h and partitioned between saturated aqueous ammonium chloride (1000 ml) and diethyl ether (500 ml). The aqueous phase was extracted with diethyl ether (4×500 ml) and the combined, dried (MgSO4) extracts were evaporated in vac... Reactants: N-methoxy-N,3-methylbutylamide, O1CCCC1 (tetrahydrofuran), O (Water), Cl (hydrochloric acid), ClC1=CC(=C(C=C1)NC(OC(C)(C)C)=O)C (tert-butyl (4-chloro-2-methyphenyl)carbamate), C(C)(CC)[Li] (sec-butyllithium), O1CCCC1 (tetrahydrofuran). Product: C(C)(C)(C)OC(NC1=C(C=C(C=C1)Cl)CC(CC(C)C)=O)=O (tert-Butyl[4-chloro-2-(4-methyl-2-oxopentyl)phenyl]carbamate). Procedure: To a solution of tert-butyl (4-chloro-2-methyphenyl)carbamate (483 mg) in tetrahydrofuran (7 mL) was added dropwise sec-butyllithium (1.04 mol/L hexane-cyclohexane solution, 4.3 mL) at −40° C. under an argon atmosphere, and the mixture was stirred for 15 minutes. Then a solution of N-methoxy-N,3-methylbutylamide (319 mg) in tetrahydrofuran (1 mL) was added dropwise, and the mixture was stirred at −40° C. for 15 minutes and at room temperature for 2 hours. Water and 1 mol/L hydrochloric acid were... Reaction conditions: time 15 minute. RXN SMILES: [Cl:1][C:2]1[CH:7]=[CH:6][C:5]([NH:8][C:9](=[O:15])[O:10][C:11]([CH3:14])([CH3:13])[CH3:12])=[C:4]([CH3:16])[CH:3]=1.[CH:17]([Li])(CC)C.O.Cl.[O:24]1[CH2:28][CH2:27][CH2:26][CH2:25]1>>[C:11]([O:10][C:9](=[O:15])[NH:8][C:5]1[CH:6]=[CH:7][C:2]([Cl:1])=[CH:3][C:4]=1[CH2:16][C:28](=[O:24])[CH2:27][CH:26]([CH3:17])[CH3:25])([CH3:12])([CH3:13])[CH3:14]. Reaction SMILES: [C:1]([O:5][C:6]([N:8]1[C:12]([CH:13]2[CH2:15][CH2:14]2)=[CH:11][C:10]([N+:16]([O-])=O)=[N:9]1)=[O:7])([CH3:4])([CH3:3])[CH3:2]>C(O)C.[Pd]>[C:1]([O:5][C:6]([N:8]1[C:12]([CH:13]2[CH2:14][CH2:15]2)=[CH:11][C:10]([NH2:16])=[N:9]1)=[O:7])([CH3:4])([CH3:2])[CH3:3]. Reported procedure: 1.2 g (4.74 mmol) of tert-butyl-3-nitro-5-cyclopropyl-1H-pyrazole-1-carboxylate were dissolved in 20 ml of ethanol and hydrogenated in presence of 200 mg of palladium on charcoal 10% at 50 psi and room temperature to give, after filtration on celite and evaporation of the solvent, 0.96 g (95% yield) of the title compound. The yield is 90.7%. Reagents/catalysts: [Pd] (palladium on charcoal). Starting materials: C(C)(C)(C)OC(=O)N1N=C(C=C1C1CC1)[N+](=O)[O-] (tert-butyl-3-nitro-5-cyclopropyl-1H-pyrazole-1-carboxylate). The product is C(C)(C)(C)OC(=O)N1N=C(C=C1C1CC1)N (Tert-butyl-3-amino-5-cyclopropyl-1H-pyrazole-1-carboxylate). Solvent: C(C)O (ethanol).